Dataset: the Open Reaction Database (ORD), a public repository of structured organic reaction records. Task: describe an organic reaction: reactants, conditions, products, and yield RXN SMILES: [CH3:25][c:26]1[cH:27][cH:28][cH:29][cH:30][cH:31]1.[CH:1]1([CH:7]([OH:8])[c:9]2[c:10]([CH3:20])[o:11][c:12](-[c:14]3[cH:15][cH:16][n:17][cH:18][cH:19]3)[cH:13]2)[CH2:2][CH2:3][CH2:4][CH2:5][CH2:6]1.[S:21]([Cl:22])([Cl:23])=[O:24]>>[CH:1]1([CH:7]([c:9]2[c:10]([CH3:20])[o:11][c:12](-[c:14]3[cH:15][cH:16][n:17][cH:18][cH:19]3)[cH:13]2)[Cl:23])[CH2:2][CH2:3][CH2:4][CH2:5][CH2:6]1. The reactants are Cc1ccccc1, Cc1oc(-c2ccncc2)cc1C(O)C1CCCCC1, O=S(Cl)Cl. The product is Cc1oc(-c2ccncc2)cc1C(Cl)C1CCCCC1. Reactants: Cl (hydrochloride), NCC(O)C1=CC=CC=C1 (2-Amino-1-phenylethanol), ClC(CCN1CCOCC1)C1=CC=CC=C1 (4-(3-chloro-3-phenylpropyl)morpholine), [OH-].[Na+] (NaOH). Solvent: C(Cl)(Cl)Cl (chloroform). Yields the product O1CCN(CC1)CCC(C1=CC=CC=C1)NCC(O)C1=CC=CC=C1 (2-(3-Morpholino-1-phenylpropyl)amino-1-phenylethanol). Isolated yield 46.5%. Reaction SMILES: [NH2:1][CH2:2][CH:3]([C:5]1[CH:10]=[CH:9][CH:8]=[CH:7][CH:6]=1)[OH:4].Cl[CH:12]([C:21]1[CH:26]=[CH:25][CH:24]=[CH:23][CH:22]=1)[CH2:13][CH2:14][N:15]1[CH2:20][CH2:19][O:18][CH2:17][CH2:16]1.[OH-].[Na+].Cl>C(Cl)(Cl)Cl>[O:18]1[CH2:19][CH2:20][N:15]([CH2:14][CH2:13][CH:12]([NH:1][CH2:2][CH:3]([C:5]2[CH:10]=[CH:9][CH:8]=[CH:7][CH:6]=2)[OH:4])[C:21]2[CH:26]=[CH:25][CH:24]=[CH:23][CH:22]=2)[CH2:16][CH2:17]1 |f:2.3|. Reported procedure: 2-Amino-1-phenylethanol (2.50 g, 18.2 mmol) and 4-(3-chloro-3-phenylpropyl)morpholine (4.37 g, 18.2 mmol) were mixed and heated to cause reaction at 110° C. for 40 minutes. The resulting mixture was cooled to room temperature, and then dissolved into chloroform (200 ml). After the solution was chilled with ice, 1N NaOH was added so that the hydrochloride was libereated. The chloroform portion was collected and dried over anhydrous sodium sulfate. The solvent was then removed by distillation unde...